This data is from the Open Reaction Database (ORD), a public repository of structured organic reaction records. The task is: describe an organic reaction: reactants, conditions, products, and yield The reactants are CCCCc1cn(C(C)(C)C)sc1=NC(=O)C1(C)CCC(C(=O)O)C1(C)C, Cl, OC1CNC1. The product is CCCCc1cn(C(C)(C)C)sc1=NC(=O)C1(C)CCC(C(=O)N2CC(O)C2)C1(C)C. RXN SMILES: [CH2:1]([CH2:2][CH2:3][CH3:4])[c:5]1[cH:6][n:7]([C:24]([CH3:25])([CH3:26])[CH3:27])[s:8][c:9]1=[N:10][C:11](=[O:12])[C:13]1([CH3:23])[C:14]([CH3:21])([CH3:22])[CH:15]([C:18](=[O:19])[OH:20])[CH2:16][CH2:17]1.[ClH:28].[OH:29][CH:30]1[CH2:31][NH:32][CH2:33]1>>[CH2:1]([CH2:2][CH2:3][CH3:4])[c:5]1[cH:6][n:7]([C:24]([CH3:25])([CH3:26])[CH3:27])[s:8][c:9]1=[N:10][C:11](=[O:12])[C:13]1([CH3:23])[C:14]([CH3:21])([CH3:22])[CH:15]([C:18](=[O:20])[N:32]2[CH2:31][CH:30]([OH:29])[CH2:33]2)[CH2:16][CH2:17]1. Reactants: FC(C1=CC=C(CN2CCNCC2)C=C1)(F)F (1-(4-(trifluoromethyl)benzyl)piperazine), O=C1N(CCCC1(C1=CC=CC=C1)C1=CC=CC=C1)CC(=O)O (2-(2-oxo-3,3-diphenylpiperidin-1-yl)acetic acid), Cl.C(C)N=C=NCCCN(C)C (N1-((ethylimino)methylene)-N3,N3-dimethylpropane-1,3-diamine hydrochloride). The solvent is ClCCl (dichloromethane). Reaction conditions: time 8 hour. Yields the product O=C(CN1C(C(CCC1)(C1=CC=CC=C1)C1=CC=CC=C1)=O)N1CCN(CC1)CC1=CC=C(C=C1)C(F)(F)F (1-(2-oxo-2-{4-[4-(trifluoromethyl)benzyl]piperazin-1-yl}ethyl)-3,3-diphenylpiperidin-2-one). Reaction SMILES: [F:1][C:2]([F:17])([F:16])[C:3]1[CH:15]=[CH:14][C:6]([CH2:7][N:8]2[CH2:13][CH2:12][NH:11][CH2:10][CH2:9]2)=[CH:5][CH:4]=1.[O:18]=[C:19]1[C:24]([C:31]2[CH:36]=[CH:35][CH:34]=[CH:33][CH:32]=2)([C:25]2[CH:30]=[CH:29][CH:28]=[CH:27][CH:26]=2)[CH2:23][CH2:22][CH2:21][N:20]1[CH2:37][C:38](O)=[O:39].Cl.C(N=C=NCCCN(C)C)C>ClCCl>[O:39]=[C:38]([N:11]1[CH2:12][CH2:13][N:8]([CH2:7][C:6]2[CH:14]=[CH:15][C:3]([C:2]([F:1])([F:16])[F:17])=[CH:4][CH:5]=2)[CH2:9][CH2:10]1)[CH2:37][N:20]1[CH2:21][CH2:22][CH2:23][C:24]([C:31]2[CH:36]=[CH:35][CH:34]=[CH:33][CH:32]=2)([C:25]2[CH:30]=[CH:29][CH:28]=[CH:27][CH:26]=2)[C:19]1=[O:18] |f:2.3|. Procedure details: A solution of 1-(4-(trifluoromethyl)benzyl)piperazine (0.046 g, 0.188 mmol), 2-(2-oxo-3,3-diphenylpiperidin-1-yl)acetic acid (Example 68E, 0.053 g, 0.171 mmol) and N1-((ethylimino)methylene)-N3,N3-dimethylpropane-1,3-diamine hydrochloride (0.049 g, 0.257 mmol) in dichloromethane (0.5 mL) was stirred at room temperature. After stirring overnight, the reaction was loaded directly onto a SF15-12 silica gel column (Analogix®, Burlington, Wis.), and the title compound was eluted using a gradient of 0...